This data is from the Open Reaction Database (ORD), a public repository of structured organic reaction records. The task is: describe an organic reaction: reactants, conditions, products, and yield Starting materials: [Si](C1=CC=CC=C1)(C1=CC=CC=C1)(C(C)(C)C)OC1CN(C1)C=1SC=C(N1)CO (3-t-butyldiphenylsilyloxy-1-(4-hydroxymethyl-1,3-thiazol-2-yl)azetidine). The reagents and catalysts are [O-2].[O-2].[Mn+4] (manganese dioxide). Run in C(Cl)Cl (methylene chloride). Run at time 7 hour. Product: [Si](C1=CC=CC=C1)(C1=CC=CC=C1)(C(C)(C)C)OC1CN(C1)C=1SC=C(N1)C=O (3-t-butyldiphenylsilyloxy-1-(4-formyl-1,3-thiazol-2-yl)azetidine). Yield: 91.5%. Reaction SMILES: [Si:1]([O:18][CH:19]1[CH2:22][N:21]([C:23]2[S:24][CH:25]=[C:26]([CH2:28][OH:29])[N:27]=2)[CH2:20]1)([C:14]([CH3:17])([CH3:16])[CH3:15])([C:8]1[CH:13]=[CH:12][CH:11]=[CH:10][CH:9]=1)[C:2]1[CH:7]=[CH:6][CH:5]=[CH:4][CH:3]=1>C(Cl)Cl.[O-2].[O-2].[Mn+4]>[Si:1]([O:18][CH:19]1[CH2:22][N:21]([C:23]2[S:24][CH:25]=[C:26]([CH:28]=[O:29])[N:27]=2)[CH2:20]1)([C:14]([CH3:17])([CH3:16])[CH3:15])([C:2]1[CH:3]=[CH:4][CH:5]=[CH:6][CH:7]=1)[C:8]1[CH:13]=[CH:12][CH:11]=[CH:10][CH:9]=1 |f:2.3.4|. Procedure details: To a solution of 3-t-butyldiphenylsilyloxy-1-(4-hydroxymethyl-1,3-thiazol-2-yl)azetidine (3.88 g, 9.15 mmol) (obtained as described in Reference Example 2(2)) in anhydrous methylene chloride (194 ml) were added activated manganese dioxide (19.4 g) and the mixture was stirred at room temperature for 7 hours. After checking the completion of the reaction, the reaction mixture was filtered and the filtrate concentrated under reduced pressure. The residue was purified by chromatography on a silica g... The reactants are COc1cccc(-c2cccc3c2OC(CNC(=O)[O-])C3)c1, Cl. Yields the product COc1cccc(-c2cccc3c2OC(CN)C3)c1. RXN SMILES: [CH3:1][O:2][c:3]1[cH:4][c:5](-[c:9]2[cH:10][cH:11][cH:12][c:13]3[c:17]2[O:16][CH:15]([CH2:18][NH:19][C:20](=[O:21])[O-:22])[CH2:14]3)[cH:6][cH:7][cH:8]1.[ClH:23]>>[CH3:1][O:2][c:3]1[cH:4][c:5](-[c:9]2[cH:10][cH:11][cH:12][c:13]3[c:17]2[O:16][CH:15]([CH2:18][NH2:19])[CH2:14]3)[cH:6][cH:7][cH:8]1.